This data is from the Open Reaction Database (ORD), a public repository of structured organic reaction records. The task is: describe an organic reaction: reactants, conditions, products, and yield Reactants: C(C1=CC=CC=C1)(C1=CC=CC=C1)(C1=CC=CC=C1)N[C@@H]([C@H](O)C)C(=O)OC (methyl N-trityl-L-threoninate), C(=O)([O-])[O-].[Na+].[Na+] (Na2CO3), [H-].[Na+] (sodium hydride), C(C1=CC=CC=C1)Br (benzyl bromide). Solvent: CN(C)C=O (DMF), CCOCC (Et2O). Reaction conditions: temperature 0 celsius, time 2 hour. Yields the product ethyl acetate hexanes, C(C1=CC=CC=C1)O[C@@H]([C@H](NC(C1=CC=CC=C1)(C1=CC=CC=C1)C1=CC=CC=C1)C(=O)OC)C (methyl O-benzyl-N-trityl-L-threoninate). Isolated yield 76.8%. Reaction SMILES: [H-].[Na+].[CH2:3](Br)[C:4]1[CH:9]=[CH:8][CH:7]=[CH:6][CH:5]=1.[C:11]([NH:30][C@H:31]([C:35]([O:37][CH3:38])=[O:36])[C@@H:32]([CH3:34])[OH:33])([C:24]1[CH:29]=[CH:28][CH:27]=[CH:26][CH:25]=1)([C:18]1[CH:23]=[CH:22][CH:21]=[CH:20][CH:19]=1)[C:12]1[CH:17]=[CH:16][CH:15]=[CH:14][CH:13]=1.C([O-])([O-])=O.[Na+].[Na+]>CN(C=O)C.CCOCC>[CH2:3]([O:33][C@H:32]([CH3:34])[C@@H:31]([C:35]([O:37][CH3:38])=[O:36])[NH:30][C:11]([C:12]1[CH:17]=[CH:16][CH:15]=[CH:14][CH:13]=1)([C:24]1[CH:25]=[CH:26][CH:27]=[CH:28][CH:29]=1)[C:18]1[CH:19]=[CH:20][CH:21]=[CH:22][CH:23]=1)[C:4]1[CH:9]=[CH:8][CH:7]=[CH:6][CH:5]=1 |f:0.1,4.5.6|. Procedure details: A 250-mL, round-bottomed flask, under an atmosphere of N2, was charged with sodium hydride (60% oil dispersion, 772 mg, 19.3 mmol). The sodium hydride was washed with 3 portions of hexanes to remove the oil and then 8 mL of anhydrous DMF was added followed by benzyl bromide (3.38 mL, 28.4 mmol). The solution was cooled to 0° C. and then a solution of methyl N-trityl-L-threoninate (4.83 g, 12.9 mmol) dissolved in 12 mL of DMF was added dropwise via cannula over 5 minutes. After stirring for 2 hou... Reactants: 28, FC1=CC(=C(C(=O)NCCO)C=C1)[N+](=O)[O-] (4-fluoro-N-(2-hydroxyethyl)-2-nitrobenzamide), S(=O)(Cl)Cl (thionyl chloride). Run in ClC(Cl)Cl (trichloromethane). The product is 24.5, ClCCNC(C1=C(C=C(C=C1)F)[N+](=O)[O-])=O (N-(2-chloroethyl)-4-fluoro-2-nitrobenzamide). The yield is 83.0%. Reaction SMILES: [F:1][C:2]1[CH:13]=[CH:12][C:5]([C:6]([NH:8][CH2:9][CH2:10]O)=[O:7])=[C:4]([N+:14]([O-:16])=[O:15])[CH:3]=1.S(Cl)([Cl:19])=O>ClC(Cl)Cl>[Cl:19][CH2:10][CH2:9][NH:8][C:6](=[O:7])[C:5]1[CH:12]=[CH:13][C:2]([F:1])=[CH:3][C:4]=1[N+:14]([O-:16])=[O:15]. Procedure details: A mixture of 28 parts of 4-fluoro-N-(2-hydroxyethyl)-2-nitrobenzamide, 40 parts of thionyl chloride and 150 parts of trichloromethane is stirred and refluxed for 2 hours. After cooling, the precipitated product is filtered off and dried, yielding 24.5 parts (83%) of N-(2-chloroethyl)-4-fluoro-2-nitrobenzamide. Starting materials: CC(C(=O)O)C1=CC(=C(C=C1)C1CCCCC1)F (α-methyl-4-cyclohexyl-3-fluorophenylacetic acid), [S] (sulphur). Solvent: C1(=CC=CC=C1)OC1=CC=CC=C1 (diphenyl ether), CC(=O)C (acetone). Reaction conditions: temperature 250 celsius, time 6 hour. Yields the product CC(C(=O)O)C1=CC(=C(C=C1)C1=CC=CC=C1)F (α-methyl-2-fluoro-4-biphenylylacetic acid). Yield: 45.1%. Reaction SMILES: [CH3:1][CH:2]([C:6]1[CH:11]=[CH:10][C:9]([CH:12]2[CH2:17][CH2:16][CH2:15][CH2:14][CH2:13]2)=[C:8]([F:18])[CH:7]=1)[C:3]([OH:5])=[O:4].[S]>C1(OC2C=CC=CC=2)C=CC=CC=1.CC(C)=O>[CH3:1][CH:2]([C:6]1[CH:11]=[CH:10][C:9]([C:12]2[CH:17]=[CH:16][CH:15]=[CH:14][CH:13]=2)=[C:8]([F:18])[CH:7]=1)[C:3]([OH:5])=[O:4] |^3:18|. Reported procedure: A mixture of 5.00 g of α-methyl-4-cyclohexyl-3-fluorophenylacetic acid (m.p. 83° to 84° C.) and 2.3 g of sulphur in 10 ml of diphenyl ether was subjected to heating with stirring at 250° C. for 6 hours. The resulting reaction liquid was dissolved in acetone, and the insoluble substances were removed by filtration. The filtrate was poured into an aqueous sodium hydroxide solution. The resulting mixture was repeatedly washed with benzene, and hydrochloric acid was added to the aqueous layer. The c... Reactants: BrC(Br)(Br)Br, ClCCl, OCCCCOCc1ccccc1, c1ccc(P(c2ccccc2)c2ccccc2)cc1. Product: BrCCCCOCc1ccccc1. Reaction SMILES: [Br:1][C:2]([Br:3])([Br:4])[Br:5].[CH2:38]([Cl:39])[Cl:40].[CH2:6]([c:7]1[cH:8][cH:9][cH:10][cH:11][cH:12]1)[O:13][CH2:14][CH2:15][CH2:16][CH2:17][OH:18].[c:19]1([P:20]([c:21]2[cH:22][cH:23][cH:24][cH:25][cH:26]2)[c:27]2[cH:28][cH:29][cH:30][cH:31][cH:32]2)[cH:33][cH:34][cH:35][cH:36][cH:37]1>>[CH2:2]([Br:5])[CH2:16][CH2:15][CH2:14][O:13][CH2:6][c:7]1[cH:8][cH:9][cH:10][cH:11][cH:12]1. Starting materials: CC(C)=O, CI, [K+], [OH-], COc1cc(C(C)C)c(OC2=CN=C(N)NC2N)cc1-c1ncc[nH]1. Product: COc1cc(C(C)C)c(OC2=CN=C(N)NC2N)cc1-c1nccn1C. As a reaction SMILES: [CH3:30][C:31](=[O:32])[CH3:33].[I:26][CH3:27].[K+:29].[OH-:28].[nH:1]1[c:2](-[c:6]2[c:7]([O:24][CH3:25])[cH:8][c:9]([CH:21]([CH3:22])[CH3:23])[c:10]([O:11][C:12]3=[CH:17][N:16]=[C:15]([NH2:18])[NH:14][CH:13]3[NH2:19])[cH:20]2)[n:3][cH:4][cH:5]1>>[n:1]1([CH3:27])[c:2](-[c:6]2[c:7]([O:24][CH3:25])[cH:8][c:9]([CH:21]([CH3:22])[CH3:23])[c:10]([O:11][C:12]3=[CH:17][N:16]=[C:15]([NH2:18])[NH:14][CH:13]3[NH2:19])[cH:20]2)[n:3][cH:4][cH:5]1. Reactants: CN(C)CCN(C)C, [Li]CC(C)C, CCOCC, CC(C)(C)OC(=O)N1CCCCC1, O=C1CN(C(=O)OCc2ccccc2)C1. Yields the product CC(C)(C)OC(=O)N1CCCCC1C1(O)CN(C(=O)OCc2ccccc2)C1. As a reaction SMILES: [CH3:14][N:15]([CH3:16])[CH2:17][CH2:18][N:19]([CH3:20])[CH3:21].[CH3:22][CH:23]([CH3:24])[CH2:25][Li:26].[CH3:42][CH2:43][O:44][CH2:45][CH3:46].[N:1]1([C:7](=[O:8])[O:9][C:10]([CH3:11])([CH3:12])[CH3:13])[CH2:2][CH2:3][CH2:4][CH2:5][CH2:6]1.[O:27]=[C:28]1[CH2:29][N:30]([C:32](=[O:33])[O:34][CH2:35][c:36]2[cH:37][cH:38][cH:39][cH:40][cH:41]2)[CH2:31]1>>[N:1]1([C:7](=[O:8])[O:9][C:10]([CH3:11])([CH3:12])[CH3:13])[CH:2]([C:28]2([OH:27])[CH2:29][N:30]([C:32](=[O:33])[O:34][CH2:35][c:36]3[cH:37][cH:38][cH:39][cH:40][cH:41]3)[CH2:31]2)[CH2:3][CH2:4][CH2:5][CH2:6]1.